Task: describe an organic reaction: reactants, conditions, products, and yield. Dataset: the Open Reaction Database (ORD), a public repository of structured organic reaction records Starting materials: O=C(n1ccnc1)n1ccnc1, CN(C)C=O, NC1C(=O)N2C(C(=O)O)=C(C=C3CCN(CC4CC4)C3=O)CSC12, O=C(O)CSc1nc2ccccc2s1. Product: O=C(CSc1nc2ccccc2s1)NC1C(=O)N2C(C(=O)O)=C(C=C3CCN(CC4CC4)C3=O)CSC12. As a reaction SMILES: [C:1]([n:2]1[cH:3][cH:4][n:5][cH:6]1)([n:7]1[cH:8][cH:9][n:10][cH:11]1)=[O:12].[CH3:51][N:52]([CH3:53])[CH:54]=[O:55].[NH2:27][CH:28]1[CH:29]2[S:30][CH2:31][C:32]([CH:40]=[C:41]3[C:42](=[O:50])[N:43]([CH2:46][CH:47]4[CH2:48][CH2:49]4)[CH2:44][CH2:45]3)=[C:33]([C:37](=[O:38])[OH:39])[N:34]2[C:35]1=[O:36].[s:13]1[c:14]([S:22][CH2:23][C:24](=[O:25])[OH:26])[n:15][c:16]2[c:17]1[cH:18][cH:19][cH:20][cH:21]2>>[s:13]1[c:14]([S:22][CH2:23][C:24](=[O:26])[NH:27][CH:28]2[CH:29]3[S:30][CH2:31][C:32]([CH:40]=[C:41]4[C:42](=[O:50])[N:43]([CH2:46][CH:47]5[CH2:48][CH2:49]5)[CH2:44][CH2:45]4)=[C:33]([C:37](=[O:38])[OH:39])[N:34]3[C:35]2=[O:36])[n:15][c:16]2[c:17]1[cH:18][cH:19][cH:20][cH:21]2. Reactants: [O-]O (hydroperoxide), OC\C=C(/CCC=C(C)C)\C (nerol), hydroxyl. Product: OCC1C(CCC=C(C)C)(C)O1 (nerol oxide). As a reaction SMILES: [O-:1]O.[OH:3][CH2:4]/[CH:5]=[C:6](/[CH3:13])\[CH2:7][CH2:8][CH:9]=[C:10]([CH3:12])[CH3:11]>>[OH:3][CH2:4][CH:5]1[O:1][C:6]1([CH3:13])[CH2:7][CH2:8][CH:9]=[C:10]([CH3:12])[CH3:11]. Reported procedure: The hydroperoxide resulting from nerol can be reduced to the corresponding hydroxyl compound and this can then be cyclized with acid catalysis to give nerol oxide. Starting materials: crude product, C(=O)(OCC)C=1NC(=C(C1)C)CCC (2-carbethoxy-4-methyl-5-n-propylpyrrole), CC1OC(OC(O1)C)C (paraldehyde). Product: C(=O)(OCC)C=1NC(=C(C1CC)C)CCC (2-Carbethoxy-3-ethyl-4-methyl-5-n-propylpyrrole). RXN SMILES: [C:1]([C:6]1[NH:7][C:8]([CH2:12][CH2:13][CH3:14])=[C:9]([CH3:11])[CH:10]=1)([O:3][CH2:4][CH3:5])=[O:2].[CH3:15][CH:16]1OC(C)OC(C)O1>>[C:1]([C:6]1[NH:7][C:8]([CH2:12][CH2:13][CH3:14])=[C:9]([CH3:11])[C:10]=1[CH2:15][CH3:16])([O:3][CH2:4][CH3:5])=[O:2]. Reported procedure: The crude product, obtained in Example 68 but using 2-carbethoxy-4-methyl-5-n-propylpyrrole and paraldehyde, was crystallized from aqueous ethanol, sublimed, recrystallized and resublimed, m.p. 58°-59.5° C. The reactants are COCCI, CCOC(C)=O, CN(C)C=O, CCOc1cc2cc(CO)c(CO)c(-c3ccncc3)c2cc1OCC. Yields the product [I-], CCOc1cc2cc(CO)c(CO)c(-c3cc[n+](CCOC)cc3)c2cc1OCC. RXN SMILES: [CH3:27][O:28][CH2:29][CH2:30][I:31].[CH3:32][CH2:33][O:34][C:35](=[O:36])[CH3:37].[CH3:38][N:39]([CH3:40])[CH:41]=[O:42].[n:1]1[cH:2][cH:3][c:4](-[c:7]2[c:8]([CH2:25][OH:26])[c:9]([CH2:23][OH:24])[cH:10][c:11]3[cH:12][c:13]([O:20][CH2:21][CH3:22])[c:14]([O:17][CH2:18][CH3:19])[cH:15][c:16]23)[cH:5][cH:6]1>>[I-:31].[n+:1]1([CH2:30][CH2:29][O:28][CH3:27])[cH:2][cH:3][c:4](-[c:7]2[c:8]([CH2:25][OH:26])[c:9]([CH2:23][OH:24])[cH:10][c:11]3[cH:12][c:13]([O:20][CH2:21][CH3:22])[c:14]([O:17][CH2:18][CH3:19])[cH:15][c:16]23)[cH:5][cH:6]1. The reactants are CCOC(=O)C(C)(CCCCCBr)c1ccccc1, Cc1ccc(C(C)(CO)CCCCBr)cc1, CO, ClCCl. Product: CC(CO)(CCCCCBr)c1ccccc1. Reaction SMILES: [Br:17][CH2:18][CH2:19][CH2:20][CH2:21][CH2:22][C:23]([C:24](=[O:25])[O:26][CH2:27][CH3:28])([c:29]1[cH:30][cH:31][cH:32][cH:33][cH:34]1)[CH3:35].[Br:1][CH2:2][CH2:3][CH2:4][CH2:5][C:6]([CH3:7])([c:8]1[cH:9][cH:10][c:11]([CH3:12])[cH:13][cH:14]1)[CH2:15][OH:16].[CH3:36][OH:37].[Cl:38][CH2:39][Cl:40]>>[Br:17][CH2:18][CH2:19][CH2:20][CH2:21][CH2:22][C:23]([CH2:24][OH:25])([c:29]1[cH:30][cH:31][cH:32][cH:33][cH:34]1)[CH3:35]. Starting materials: CC(=O)NCCNc1ccc([N+](=O)[O-])cn1, CCO, [H][H], O. Yields the product CC(=O)NCCNc1ccc(N)cn1. Reaction SMILES: [C:1]([CH3:2])(=[O:3])[NH:4][CH2:5][CH2:6][NH:7][c:8]1[n:9][cH:10][c:11]([N+:14]([O-:15])=[O:16])[cH:12][cH:13]1.[CH2:20]([OH:21])[CH3:22].[H:17][H:18].[OH2:19]>>[C:1]([CH3:2])(=[O:3])[NH:4][CH2:5][CH2:6][NH:7][c:8]1[n:9][cH:10][c:11]([NH2:14])[cH:12][cH:13]1. Reactants: ClC1=CC=C(C=C1)[C@@H]1N=C(N([C@@H]1C1=CC=C(C=C1)Cl)C(=O)Cl)C1=C(C=CC=C1)OCC ((4S,5R)-4,5-Bis-(4-chloro-phenyl)-2-(2-ethoxy-phenyl)-4,5-dihydro-imidazole-1-carbonyl chloride), Cl.N1(CCOCC1)C(CN1CCNCC1)=O (1-morpholin-4-yl-2-piperazin-1-yl-ethanone hydrochloride). Yields the product ClC1=CC=C(C=C1)[C@@H]1N=C(N([C@@H]1C1=CC=C(C=C1)Cl)C(=O)N1CCN(CC1)CC(=O)N1CCOCC1)C1=C(C=CC=C1)OCC (2-{4-[(4S,5R)-4,5-Bis-(4-chloro-phenyl)-2-(2-ethoxy-phenyl)-4,5-dihydro-imidazole-1-carbonyl]-piperazin-1-yl}-1-morpholin-4-yl-ethanone). Reaction SMILES: [Cl:1][C:2]1[CH:7]=[CH:6][C:5]([C@H:8]2[C@@H:12]([C:13]3[CH:18]=[CH:17][C:16]([Cl:19])=[CH:15][CH:14]=3)[N:11]([C:20](Cl)=[O:21])[C:10]([C:23]3[CH:28]=[CH:27][CH:26]=[CH:25][C:24]=3[O:29][CH2:30][CH3:31])=[N:9]2)=[CH:4][CH:3]=1.Cl.[N:33]1([C:39](=[O:47])[CH2:40][N:41]2[CH2:46][CH2:45][NH:44][CH2:43][CH2:42]2)[CH2:38][CH2:37][O:36][CH2:35][CH2:34]1>>[Cl:1][C:2]1[CH:3]=[CH:4][C:5]([C@H:8]2[C@@H:12]([C:13]3[CH:14]=[CH:15][C:16]([Cl:19])=[CH:17][CH:18]=3)[N:11]([C:20]([N:44]3[CH2:43][CH2:42][N:41]([CH2:40][C:39]([N:33]4[CH2:34][CH2:35][O:36][CH2:37][CH2:38]4)=[O:47])[CH2:46][CH2:45]3)=[O:21])[C:10]([C:23]3[CH:28]=[CH:27][CH:26]=[CH:25][C:24]=3[O:29][CH2:30][CH3:31])=[N:9]2)=[CH:6][CH:7]=1 |f:1.2|. Reported procedure: 2-{4-[(4S,5R)-4,5-Bis-(4-chloro-phenyl)-2-(2-ethoxy-phenyl)-4,5-dihydro-imidazole-1-carbonyl]-piperazin-1-yl}-1-morpholin-4-yl-ethanone was prepared from (4S,5R)-4,5-bis-(4-chloro-phenyl)-2-(2-ethoxy-phenyl)-4,5-dihydro-imidazole-1-carbonyl chloride (example 7) and 1-morpholin-4-yl-2-piperazin-1-yl-ethanone hydrochloride (Oakwood Chemicals) in an analogous manner as described in example 8. HR-MS (ES, m/z) calculated for C34H38N5O4Cl2 [(M+H)+] 650.2296, observed 650.2299. The reactants are [Na] (Sodium), C(C)(C)OC(CC(=O)CCl)=O (4-chloroacetoacetic isopropyl ester), C(C)(C)OC(CC(=O)COCC1=CC=CC=C1)=O (4-benzyloxyacetoacetic acid isopropyl ester). Solvent: O1CCCC1 (tetrahydrofuran). The product is C(C)(C)OC(CC(=O)CO)=O (4-hydroxyacetoacetic isopropyl ester). Reaction SMILES: [Na].C(OC(=O)CC(CCl)=O)(C)C.[CH:13]([O:16][C:17](=[O:30])[CH2:18][C:19]([CH2:21][O:22]CC1C=CC=CC=1)=[O:20])([CH3:15])[CH3:14]>O1CCCC1>[CH:13]([O:16][C:17](=[O:30])[CH2:18][C:19]([CH2:21][OH:22])=[O:20])([CH3:15])[CH3:14] |^1:0|. Reported procedure: Sodium benzylate in tetrahydrofuran was reacted using the procedure of Example 1 with 4-chloroacetoacetic isopropyl ester. The resultant 4-benzyloxyacetoacetic acid isopropyl ester was subsequently hydrogenolyzed. The 4-hydroxyacetoacetic isopropyl ester thus formed was converted at ambient temperature into tetronic acid by treatment with 18 percent HCl. The total yield, related to the 4-chloroacetoacetic isopropyl ester, was 78 percent. Run at time 5 hour. As a reaction SMILES: O=C1C(C(O)=O)=CC=C(C(F)(F)F)N1.C(Br)C#C.C(=O)([O-])[O-].[K+].[K+].C1OCCOCCOCCOCCOCCOC1.[CH2:43]([O:46][C:47]1[N:57]=[C:56]([C:58]([F:61])([F:60])[F:59])[CH:55]=[CH:54][C:48]=1[C:49]([O:51]CC)=[O:50])[C:44]#[CH:45].[OH-].[K+]>CN(C)C=O.C(#N)C.O.O1CCOCC1>[CH2:43]([O:46][C:47]1[N:57]=[C:56]([C:58]([F:61])([F:59])[F:60])[CH:55]=[CH:54][C:48]=1[C:49]([OH:51])=[O:50])[C:44]#[CH:45] |f:2.3.4,7.8|. Solvent: O (water), O1CCOCC1 (dioxane), CN(C=O)C (dimethylformamide), C(C)#N (acetonitrile). Product: C(C#C)OC1=C(C(=O)O)C=CC(=N1)C(F)(F)F (2-prop-2-ynyloxy-6-trifluoromethylnicotinic acid). Starting materials: C(C#C)OC1=C(C(=O)OCC)C=CC(=N1)C(F)(F)F (ethyl 2-prop-2-ynyloxy-6-trifluoromethylnicotinate), product, [OH-].[K+] (potassium hydroxide), O=C1NC(=CC=C1C(=O)O)C(F)(F)F (2-oxo-6-trifluoromethyl-1,2-dihydropyridine-3-carboxylic acid), C(C#C)Br (propargyl bromide), C([O-])([O-])=O.[K+].[K+] (potassium carbonate), C1COCCOCCOCCOCCOCCO1 (18-crown-6 ether). Procedure details: 47 g (0.2 mol) of 2-oxo-6-trifluoromethyl-1,2-dihydropyridine-3-carboxylic acid, 20 ml (0.25 mol) of propargyl bromide and 43 g (0.31 mol) of potassium carbonate are heated to a temperature of 75° C. in a mixture of 40 ml of dimethylformamide and 80 ml of acetonitrile in the presence of a catalytic amount of 18-crown-6 ether. After 5 hours, the mixture is partitioned between ethyl acetate and saturated sodium chloride solution. The crude product is filtered through a silica gel column using 15% ... Reactants: C1=CC=C(C=C1)COC(=O)/N=N/C(=O)OCC2=CC=CC=C2 (DBAD), C(CCC)N1C(NC(C=2N(C(=NC12)Cl)CC=C)=O)=O (3-butyl-8-chloro-7-(2-propen-1-yl)-3,7-dihydro-1H-purine-2,6-dione), N1C=NC(=C1)CCCO (3-(1H-imidazol-4-yl)-1-propanol), C1=CC=C(C=C1)P(C2=CC=CC=C2)C3=CC=CC=C3 (PPh3). Solvent: C1CCOC1 (THF), C1CCOC1 (THF). Run at time 18 hour. Product: C(CCC)N1C(N(C(C=2N(C(=NC12)Cl)CC=C)=O)CCCC=1N=CNC1)=O (3-Butyl-8-chloro-1-[3-(1H-imidazol-4-yl)propyl]-7-(2-propen-1-yl)-3,7-dihydro-1H-purine-2,6-dione). Isolated yield 55.8%. Reaction SMILES: [CH2:1]([N:5]1[C:13]2[N:12]=[C:11]([Cl:14])[N:10]([CH2:15][CH:16]=[CH2:17])[C:9]=2[C:8](=[O:18])[NH:7][C:6]1=[O:19])[CH2:2][CH2:3][CH3:4].[NH:20]1[CH:24]=[C:23]([CH2:25][CH2:26][CH2:27]O)[N:22]=[CH:21]1.C1C=CC(P(C2C=CC=CC=2)C2C=CC=CC=2)=CC=1.C1C=CC(COC(/N=N/C(OCC2C=CC=CC=2)=O)=O)=CC=1>C1COCC1>[CH2:1]([N:5]1[C:13]2[N:12]=[C:11]([Cl:14])[N:10]([CH2:15][CH:16]=[CH2:17])[C:9]=2[C:8](=[O:18])[N:7]([CH2:27][CH2:26][CH2:25][C:23]2[N:22]=[CH:21][NH:20][CH:24]=2)[C:6]1=[O:19])[CH2:2][CH2:3][CH3:4]. Reported procedure: A solution of 3-butyl-8-chloro-7-(2-propen-1-yl)-3,7-dihydro-1H-purine-2,6-dione (2.8 g, 9.9 mmol) in anhydrous THF (60 ml) was treated with 3-(1H-imidazol-4-yl)-1-propanol (1.5 g, 12 mmol) in anhydrous THF (10 ml) and PPh3 (3.4 g, 13 mmol). DBAD (2.9 g, 13 mmol) was added in one portion and the mixture was left to stir at rt, under nitrogen for 18 h. The mixture was partitioned between EtOAc and H2O. The aqueous layer was extracted and washed with EtOAc. The organic layers were combined, washed...